Dataset: the Open Reaction Database (ORD), a public repository of structured organic reaction records. Task: describe an organic reaction: reactants, conditions, products, and yield The reactants are N#Cc1cc(F)c(CBr)cc1F, O=C([O-])[O-], O=S(=O)(NC1CCCCC1CO)c1ccc(Cl)cc1, O=S(=O)(c1ccc(Cl)cc1)N(Cc1ccc(-c2ncco2)c(F)c1F)C1CCCCC1CO, [Cs+], [Cs+]. Yields the product N#Cc1cc(F)c(CN(C2CCCCC2CO)S(=O)(=O)c2ccc(Cl)cc2)cc1F. RXN SMILES: [Br:26][CH2:27][c:28]1[cH:29][c:30]([F:37])[c:31]([C:32]#[N:33])[cH:34][c:35]1[F:36].[C:20](=[O:21])([O-:22])[O-:23].[Cl:1][c:2]1[cH:3][cH:4][c:5]([S:8](=[O:9])(=[O:10])[NH:11][CH:12]2[CH:13]([CH2:18][OH:19])[CH2:14][CH2:15][CH2:16][CH2:17]2)[cH:6][cH:7]1.[Cl:38][c:39]1[cH:40][cH:41][c:42]([S:43]([N:44]([CH2:45][c:46]2[cH:47][cH:48][c:49](-[c:50]3[o:51][cH:52][cH:53][n:54]3)[c:55]([F:56])[c:57]2[F:58])[CH:59]2[CH2:60][CH2:61][CH2:62][CH2:63][CH:64]2[CH2:65][OH:66])(=[O:67])=[O:68])[cH:69][cH:70]1.[Cs+:24].[Cs+:25]>>[Cl:1][c:2]1[cH:3][cH:4][c:5]([S:8](=[O:9])(=[O:10])[N:11]([CH:12]2[CH:13]([CH2:18][OH:19])[CH2:14][CH2:15][CH2:16][CH2:17]2)[CH2:27][c:28]2[cH:29][c:30]([F:37])[c:31]([C:32]#[N:33])[cH:34][c:35]2[F:36])[cH:6][cH:7]1. Reactants: C(C)OC(NN=CC=1N=CNC1C)=O (3-(5-methyl-4-imidazolylmethylene)carbazic acid ethyl ester), C1(=CC=CC=C1)OC1=CC=CC=C1 (diphenyl ether). The product is CC=1N=CN2C(NN=CC21)=O (8-Methyl-imidazo[1,5-d]-as-triazin-4(3H)-one). Reaction SMILES: C([O:3][C:4](=O)[NH:5][N:6]=[CH:7][C:8]1[N:9]=[CH:10][NH:11][C:12]=1[CH3:13])C.C1(OC2C=CC=CC=2)C=CC=CC=1>>[CH3:13][C:12]1[N:11]=[CH:10][N:9]2[C:8]=1[CH:7]=[N:6][NH:5][C:4]2=[O:3]. Procedure: A mixture of 10.26 gm. of 3-(5-methyl-4-imidazolylmethylene)carbazic acid ethyl ester and 100 ml. of diphenyl ether is reacted as described in Example 70 giving the desired product, m.p. 276°-282° C. Starting materials: ClC1=C(C=C(N)C=C1)C1=NC=CC=C1 (4-chloro-3-(pyridin-2-yl)aniline), CN(C(=O)C1=CC(=C(C(=O)O)C=C1)C)C (4-(dimethylcarbamoyl)-2-methylbenzoic acid). Yields the product ClC1=C(C=C(C=C1)NC(C1=C(C=C(C(=O)N(C)C)C=C1)C)=O)C1=NC=CC=C1 (N1-(4-chloro-3-(pyridin-2-yl)phenyl)-N4,N4,2-trimethylterephthalamide). RXN SMILES: [Cl:1][C:2]1[CH:8]=[CH:7][C:5]([NH2:6])=[CH:4][C:3]=1[C:9]1[CH:14]=[CH:13][CH:12]=[CH:11][N:10]=1.[CH3:15][N:16]([CH3:29])[C:17]([C:19]1[CH:27]=[CH:26][C:22]([C:23](O)=[O:24])=[C:21]([CH3:28])[CH:20]=1)=[O:18]>>[Cl:1][C:2]1[CH:8]=[CH:7][C:5]([NH:6][C:23](=[O:24])[C:22]2[CH:26]=[CH:27][C:19]([C:17]([N:16]([CH3:29])[CH3:15])=[O:18])=[CH:20][C:21]=2[CH3:28])=[CH:4][C:3]=1[C:9]1[CH:14]=[CH:13][CH:12]=[CH:11][N:10]=1. Procedure details: In a sealed tube, 1.94 g of dimethyl 2-bromoterephthalate was dissolved in 4 mL of HMPA and degassed with nitrogen prior to adding 1.1 mL of tetramethyl tin and 0.077 g of palladium tetrakistriphenylphosphene. After sealing the tube, the reaction was heated to 65° C. for 16 h. The reaction was then partitioned into ethylether and water and extracted. The organic layers were washed with 5% ammonium hydroxide, 1N HCl, again with 5% ammonium hydroxide, and finally with water. Filtration of the solv... Reactants: Cl (hydrochloric acid), FC1=CC=C(C=C1)S(=O)(=O)O (4-fluorobenzenesulfonic acid), FC1=CC=CC=C1 (fluorobenzene), ClS(=O)(=O)O (chlorosulfonic acid), FC1=CC=CC=C1 (fluorobenzene). Solvent: O (water). Reaction conditions: time 3 hour. Product: C1=CC(=CC=C1F)S(=O)(=O)C2=CC=C(C=C2)F (4,4'-difluorodiphenylsulfone). The yield is 58.0%. Reaction SMILES: [F:1][C:2]1[CH:7]=[CH:6][C:5]([S:8]([OH:11])(=[O:10])=O)=[CH:4][CH:3]=1.[F:12][C:13]1[CH:18]=[CH:17][CH:16]=[CH:15][CH:14]=1.ClS(O)(=O)=O.Cl>O>[CH:14]1[C:13]([F:12])=[CH:18][CH:17]=[C:16]([S:8]([C:5]2[CH:4]=[CH:3][C:2]([F:1])=[CH:7][CH:6]=2)(=[O:10])=[O:11])[CH:15]=1. Reported procedure: A 194 g (1.1 moles) quantity of 4-fluorobenzenesulfonic acid was added to 96 g (1 mole) of fluorobenzene and the mixture was cooled with water while 123 g (1.1 moles) of chlorosulfonic acid was added at about 10° to about 20° C. over a period of 1 hour. After the addition, the reaction mixture was stirred for 3 hours while being maintained at 20° to 30° C. The hydrochloric acid gas evolved during the reaction was continuously removed from the reaction system. After the completion of the reaction... Starting materials: Cl (Hydrochloric acid), FC=1C=C(C=CC1F)S(=O)(=O)N1C=C(C=C1C1=NC=CC=C1)C=O (1-[(3,4-Difluorophenyl)sulfonyl]-5-(pyridin-2-yl)-1H-pyrrole-3-carbaldehyde), CO.CN (methylamine methanol), [BH4-].[Na+] (Sodium borohydride), C(O)([O-])=O.[Na+] (sodium hydrogencarbonate). The solvent is CO (methanol). Conditions: time 30 minute. Product: Cl.Cl.FC=1C=C(C=CC1F)S(=O)(=O)N1C=C(C=C1C1=NC=CC=C1)CNC (1-{1-[(3,4-Difluorophenyl)sulfonyl]-5-(pyridin-2-yl)-1H-pyrrol-3-yl}-N-methylmethanamine dihydrochloride). Yield: 71.0%. As a reaction SMILES: [F:1][C:2]1[CH:3]=[C:4]([S:9]([N:12]2[C:16]([C:17]3[CH:22]=[CH:21][CH:20]=[CH:19][N:18]=3)=[CH:15][C:14]([CH:23]=O)=[CH:13]2)(=[O:11])=[O:10])[CH:5]=[CH:6][C:7]=1[F:8].CO.[CH3:27][NH2:28].[BH4-].[Na+].[ClH:31].C(=O)([O-])O.[Na+]>CO>[ClH:31].[ClH:31].[F:1][C:2]1[CH:3]=[C:4]([S:9]([N:12]2[C:16]([C:17]3[CH:22]=[CH:21][CH:20]=[CH:19][N:18]=3)=[CH:15][C:14]([CH2:23][NH:28][CH3:27])=[CH:13]2)(=[O:11])=[O:10])[CH:5]=[CH:6][C:7]=1[F:8] |f:1.2,3.4,6.7,9.10.11|. Procedure details: 1-[(3,4-Difluorophenyl)sulfonyl]-5-(pyridin-2-yl)-1H-pyrrole-3-carbaldehyde (100 mg) was dissolved in methanol (20 mL), 40% methylamine methanol solution (112 mg) was added at room temperature, and the mixture was stirred for 30 min. Sodium borohydride (33 mg) was added at room temperature, and the mixture was stirred for 10 min. 1 mol/L Hydrochloric acid (20 mL) was added, and the mixture was stirred for 5 min. The reaction mixture was alkalized with a saturated aqueous sodium hydrogencarbonate... As a reaction SMILES: [CH3:1][O:2][C:3](=[O:32])[N:4]=[C:5]([S:30][CH3:31])[C:6]([C:20]1[CH:25]=[C:24]([O:26][CH3:27])[CH:23]=[C:22]([OH:28])[C:21]=1[F:29])=[N:7][C:8]1[CH:13]=[CH:12][C:11]([C:14]2[N:18]=[C:17]([CH3:19])[O:16][N:15]=2)=[CH:10][CH:9]=1.C(=O)([O-])[O-].[K+].[K+].Br[CH2:40][CH2:41][O:42][Si:43]([C:46]([CH3:49])([CH3:48])[CH3:47])([CH3:45])[CH3:44].[Cl-].[NH4+]>O.CN(C=O)C>[CH3:1][O:2][C:3](=[O:32])[N:4]=[C:5]([S:30][CH3:31])[C:6]([C:20]1[CH:25]=[C:24]([O:26][CH3:27])[CH:23]=[C:22]([O:28][CH2:40][CH2:41][O:42][Si:43]([C:46]([CH3:49])([CH3:48])[CH3:47])([CH3:45])[CH3:44])[C:21]=1[F:29])=[N:7][C:8]1[CH:13]=[CH:12][C:11]([C:14]2[N:18]=[C:17]([CH3:19])[O:16][N:15]=2)=[CH:10][CH:9]=1 |f:1.2.3,5.6|. Reported procedure: To 15 ml of a DMF solution containing 522 mg of [2-(2-fluoro-3-hydroxy-5-methoxyphenyl)-2-[4-(5-methyl-[1,2,4]oxadiazol-3-yl)phenylimino]-1-methylsulfanylethylidene]carbamic acid methyl ester (Example (3d)), 173 mg of potassium carbonate and 0.269 ml of (2-bromoethoxy)-t-butyldimethylsilane were added. The resulting mixture was stirred at room temperature for 15 hours, and then 25 ml of water and 25 ml of saturated ammonium chloride aqueous solution were added thereto. The mixture was extracted ... Product: COC(N=C(C(=NC1=CC=C(C=C1)C1=NOC(=N1)C)C1=C(C(=CC(=C1)OC)OCCO[Si](C)(C)C(C)(C)C)F)SC)=O ((2-{3-[2-(t-Butyldimethylsilanyloxy)ethoxy]-2-fluoro-5-methoxyphenyl}-2-[4-(5-methyl-[1,2,4]oxadiazol-3-yl)phenylimino]-1-methylsulfanylethylidene)carbamic acid methyl ester). Run at time 15 hour. Reactants: COC(N=C(C(=NC1=CC=C(C=C1)C1=NOC(=N1)C)C1=C(C(=CC(=C1)OC)O)F)SC)=O ([2-(2-fluoro-3-hydroxy-5-methoxyphenyl)-2-[4-(5-methyl-[1,2,4]oxadiazol-3-yl)phenylimino]-1-methylsulfanylethylidene]carbamic acid methyl ester), C([O-])([O-])=O.[K+].[K+] (potassium carbonate), BrCCO[Si](C)(C)C(C)(C)C ((2-bromoethoxy)-t-butyldimethylsilane), [Cl-].[NH4+] (ammonium chloride). Solvent: CN(C)C=O (DMF), O (water). Reactants: BrC1=C(C2=CC=C(C=C2C=C1)OC)OC1=CC=C(OCCN2CCCCC2)C=C1 (1-(2-(4-(2-bromo-6-methoxynaphthalen-1-yloxy)phenoxy)ethyl)piperidine), CC1=CC=C(S1)B(O)O (5-methylthiophen-2-ylboronic acid), CS(=O)(=O)C (dimethyl sulfone). The reagents and catalysts are C=1C=CC(=CC1)[P](C=2C=CC=CC2)(C=3C=CC=CC3)[Pd]([P](C=4C=CC=CC4)(C=5C=CC=CC5)C=6C=CC=CC6)([P](C=7C=CC=CC7)(C=8C=CC=CC8)C=9C=CC=CC9)[P](C=1C=CC=CC1)(C=1C=CC=CC1)C=1C=CC=CC1 (tetrakis(triphenylphosphine)palladium). Reaction conditions: time 6 hour. Yields the product COC=1C=C2C=CC(=C(C2=CC1)OC1=CC=C(OCCN2CCCCC2)C=C1)C=1SC(=CC1)C (1-(2-(4-(6-Methoxy-2-(5-methylthiophen-2-yl)naphthalen-1-yloxy)phenoxy)ethyl)piperidine). RXN SMILES: Br[C:2]1[CH:11]=[CH:10][C:9]2[C:4](=[CH:5][CH:6]=[C:7]([O:12][CH3:13])[CH:8]=2)[C:3]=1[O:14][C:15]1[CH:29]=[CH:28][C:18]([O:19][CH2:20][CH2:21][N:22]2[CH2:27][CH2:26][CH2:25][CH2:24][CH2:23]2)=[CH:17][CH:16]=1.[CH3:30][C:31]1[S:35][C:34](B(O)O)=[CH:33][CH:32]=1.CS(C)(=O)=O>C1C=CC([P]([Pd]([P](C2C=CC=CC=2)(C2C=CC=CC=2)C2C=CC=CC=2)([P](C2C=CC=CC=2)(C2C=CC=CC=2)C2C=CC=CC=2)[P](C2C=CC=CC=2)(C2C=CC=CC=2)C2C=CC=CC=2)(C2C=CC=CC=2)C2C=CC=CC=2)=CC=1>[CH3:13][O:12][C:7]1[CH:8]=[C:9]2[C:4](=[CH:5][CH:6]=1)[C:3]([O:14][C:15]1[CH:29]=[CH:28][C:18]([O:19][CH2:20][CH2:21][N:22]3[CH2:23][CH2:24][CH2:25][CH2:26][CH2:27]3)=[CH:17][CH:16]=1)=[C:2]([C:34]1[S:35][C:31]([CH3:30])=[CH:32][CH:33]=1)[CH:11]=[CH:10]2 |^1:47,49,68,87|. Procedure: To a 3-necked round bottom flask, add 1-(2-(4-(2-bromo-6-methoxynaphthalen-1-yloxy)phenoxy)ethyl)piperidine (25 mg, 75.9 μmol), 5-methylthiophen-2-ylboronic acid (20 mg, 140.86 μmol), tetrakis(triphenylphosphine)palladium (20 mg, 17.3 μmol), and dimethyl sulfone (DMSO) (2 mL). Purge the reaction vessel with nitrogen five times. Heat the mixture was at 100° C. for 6 hours, followed by 80° C. for 40 hours. Starting materials: COC1=CC=C(C=N1)C=CC(=O)NN (3-(6-methoxy-3-pyridyl)-2-propenoic acid hydrazide), [N+](=O)([O-])C1=CC=C(O1)C=O (5-nitrofuran-2-carbaldehyde). The solvent is CO (methanol). The product is [N+](=O)([O-])C1=CC=C(O1)C=NNC(C=CC=1C=NC(=CC1)OC)=O (3-(6-Methoxy-3-pyridyl)-2-propenoic acid [(5-nitro-2-furyl)methylene]hydrazide). RXN SMILES: [CH3:1][O:2][C:3]1[N:8]=[CH:7][C:6]([CH:9]=[CH:10][C:11]([NH:13][NH2:14])=[O:12])=[CH:5][CH:4]=1.[N+:15]([C:18]1[O:22][C:21]([CH:23]=O)=[CH:20][CH:19]=1)([O-:17])=[O:16]>CO>[N+:15]([C:18]1[O:22][C:21]([CH:23]=[N:14][NH:13][C:11](=[O:12])[CH:10]=[CH:9][C:6]2[CH:7]=[N:8][C:3]([O:2][CH3:1])=[CH:4][CH:5]=2)=[CH:20][CH:19]=1)([O-:17])=[O:16]. Reported procedure: To a solution, heated to 50°-60° C., of 0.9 g (4.66 mmol) of 3-(6-methoxy-3-pyridyl)-2-propenoic acid hydrazide in 50 ml of methanol, 0.66g (4.7 mmol) of 5-nitrofuran-2-carbaldehyde is added. Starting materials: [Br-], C#C[Mg+], ClCCl, O=Cc1ccc(C(F)(F)F)o1, [Na+], C1CCOC1, O=P([O-])(O)O. The product is C#CC(O)c1ccc(C(F)(F)F)o1. RXN SMILES: [Br-:15].[C:16](#[CH:17])[Mg+:18].[CH2:12]([Cl:13])[Cl:14].[F:1][C:2]([c:3]1[cH:4][cH:5][c:6]([CH:8]=[O:9])[o:7]1)([F:10])[F:11].[Na+:19].[O:25]1[CH2:26][CH2:27][CH2:28][CH2:29]1.[OH:20][P:21](=[O:22])([O-:23])[OH:24]>>[F:1][C:2]([c:3]1[cH:4][cH:5][c:6]([CH:8]([OH:9])[C:16]#[CH:17])[o:7]1)([F:10])[F:11].